From a dataset of the Open Reaction Database (ORD), a public repository of structured organic reaction records. describe an organic reaction: reactants, conditions, products, and yield Reactants: CN(C=1C=C(C(=O)O)C=CC1)C (3-dimethylaminobenzoic acid), C(C)#N (acetonitrile), N,N'-carbonyldiimidazole, NC1=NC2=NC(=CC=C2C=C1)OC1=CC=CC=C1 (2-amino-7-phenoxy-1,8-naphthyridine). The solvent is O (water). Conditions: temperature 4 celsius. Yields the product O(C1=CC=CC=C1)C1=CC=C2C=CC(=NC2=N1)NC(C1=CC(=CC=C1)N(C)C)=O (N-(7-Phenoxy-1,8-naphthyridin-2-yl)-3-dimethylaminobenzamide). Yield: 83.3%. RXN SMILES: [CH3:1][N:2]([CH3:12])[C:3]1[CH:4]=[C:5]([CH:9]=[CH:10][CH:11]=1)[C:6]([OH:8])=O.[NH2:13][C:14]1[CH:23]=[CH:22][C:21]2[C:16](=[N:17][C:18]([O:24][C:25]3[CH:30]=[CH:29][CH:28]=[CH:27][CH:26]=3)=[CH:19][CH:20]=2)[N:15]=1.C(#N)C>O>[O:24]([C:18]1[N:17]=[C:16]2[C:21]([CH:22]=[CH:23][C:14]([NH:13][C:6](=[O:8])[C:5]3[CH:9]=[CH:10][CH:11]=[C:3]([N:2]([CH3:1])[CH3:12])[CH:4]=3)=[N:15]2)=[CH:20][CH:19]=1)[C:25]1[CH:26]=[CH:27][CH:28]=[CH:29][CH:30]=1. Reported procedure: The procedure is similar to that described in Example 1, but starting with 3-dimethylaminobenzoic acid (23.1 g), N,N'-carbonyldiimidazole (22.7 g) and 2-amino-7-phenoxy-1,8-naphthyridine (23.7 g). The product produced by precipitation in water (44 g; m.p. approximately 90° C.) is dissolved in boiling acetonitrile (1000 cc). After 3 hours' cooling at 4° C., the crystallised solid is separated by filtration, washed with acetonitrile (3×50 cc) and dried at 40° C. under reduced pressure (0.067 kPa).... Starting materials: FC(C(CC=C)NC(=O)OC)F (1,1-Difluoro-2-methoxycarbonylamino-4-pentene), [Mn](=O)(=O)(=O)[O-].[K+] (potassium permanganate), C(C)(=O)O (acetic acid). Solvent: O (water). Reaction conditions: time 15 hour. Yields the product FC(C(CCC(=O)O)NC(=O)OC)F (1,1-difluoro-2-methoxycarbonylamino-5-pentanoic acid). As a reaction SMILES: [F:1][CH:2]([F:12])[CH:3]([NH:7][C:8]([O:10][CH3:11])=[O:9])[CH2:4]C=C.[Mn]([O-])(=O)(=O)=O.[K+].[C:19]([OH:22])(=[O:21])[CH3:20]>O>[F:1][CH:2]([F:12])[CH:3]([NH:7][C:8]([O:10][CH3:11])=[O:9])[CH2:4][CH2:20][C:19]([OH:22])=[O:21] |f:1.2|. Reported procedure: 1,1-Difluoro-2-methoxycarbonylamino-4-pentene prepared as in Step F (4.00 g, 20.7 mM), dissolved in glacial acetic acid (60 ml), is added to potassium permanganate (9.80 g, 62 mM) in water (300 ml) at 0° C. After stirring for 15 hours at room temperature, the excess of potassium permanganate is destroyed with a 10% sodium bisulfite solution and the mixture saturated with sodium chloride. Extraction with diethyl ether and evaporation of the solvent in vacuo affords 1,1-difluoro-2-methoxycarbonyla... The reactants are CC(C)CC(N)C(=O)NC(C=O)CC(=NNC(N)=O)OC(C)(C)C, CCN=C=NC(N)CC(C)C, Cl, O, Oc1cccc2[nH]nnc12, O=C(O)COc1cccc2ccccc12. Product: CC(C)CC(NC(=O)COc1cccc2ccccc12)C(=O)NC(C=O)CC(=NNC(N)=O)OC(C)(C)C. RXN SMILES: [C:16]([CH3:17])([CH3:18])([CH3:19])[O:20][C:21]([CH2:22][CH:23]([CH:24]=[O:25])[NH:26][C:27]([CH:28]([NH2:29])[CH2:30][CH:31]([CH3:32])[CH3:33])=[O:34])=[N:35][NH:36][C:37]([NH2:38])=[O:39].[CH2:52]([N:53]=[C:54]=[N:55][CH:56]([NH2:57])[CH2:58][CH:59]([CH3:60])[CH3:61])[CH3:62].[ClH:51].[OH2:40].[OH:41][c:42]1[c:43]2[n:44][n:45][nH:46][c:47]2[cH:48][cH:49][cH:50]1.[c:1]1([O:11][CH2:12][C:13](=[O:14])[OH:15])[cH:2][cH:3][cH:4][c:5]2[cH:6][cH:7][cH:8][cH:9][c:10]12>>[c:1]1([O:11][CH2:12][C:13](=[O:15])[NH:29][CH:28]([C:27]([NH:26][CH:23]([CH2:22][C:21]([O:20][C:16]([CH3:17])([CH3:18])[CH3:19])=[N:35][NH:36][C:37]([NH2:38])=[O:39])[CH:24]=[O:25])=[O:34])[CH2:30][CH:31]([CH3:32])[CH3:33])[cH:2][cH:3][cH:4][c:5]2[cH:6][cH:7][cH:8][cH:9][c:10]12. Starting materials: C(#N)C=1C=C(C=CC1)O (3-cyanophenol), C([O-])([O-])=O.[K+].[K+] (potassium carbonate), CN(C=O)C (dimethylformamide), ice, ClCC#N (chloroacetonitrile). The solvent is O (water). Conditions: temperature 70 celsius, time 3 hour. Product: C(#N)C=1C=C(OCC#N)C=CC1 (3-cyanophenoxyacetonitrile). RXN SMILES: [C:1]([C:3]1[CH:4]=[C:5]([OH:9])[CH:6]=[CH:7][CH:8]=1)#[N:2].C(=O)([O-])[O-].[K+].[K+].CN(C)C=O.Cl[CH2:22][C:23]#[N:24]>O>[C:1]([C:3]1[CH:4]=[C:5]([CH:6]=[CH:7][CH:8]=1)[O:9][CH2:22][C:23]#[N:24])#[N:2] |f:1.2.3|. Procedure: The compound 3-cyanophenoxyacetonitrile was prepared by heating 20.0 g of 3-cyanophenol, 30.1 g of anhydrous potassium carbonate and 30 ml of dimethylformamide with stirring in a 250 ml round-bottomed three-necked flask to 70° C. and then 12.7 g of chloroacetonitrile was added dropwise over a 15 minute period with cooling. The temperature of the mixture was held at 70°-80° C. for three hours, after which time the reaction mixture was poured into approximately 700 ml of ice and water which result... RXN SMILES: [Br:1][C:2]1[CH:3]=[C:4]([C:15]([OH:17])=O)[N:5]([C:7]2[C:12]([C:13]#[N:14])=[CH:11][CH:10]=[CH:9][N:8]=2)[CH:6]=1.[NH2:18][C:19]1[C:27]([Br:28])=[CH:26][C:25]([Br:29])=[CH:24][C:20]=1[C:21](O)=[O:22].BrC1C=C(C(O)=O)N(C2C(Cl)=CC=CN=2)C=1.NC1C(C)=CC(Cl)=CC=1C(O)=O>>[Br:29][C:25]1[CH:26]=[C:27]([Br:28])[C:19]2[N:18]=[C:15]([C:4]3[N:5]([C:7]4[C:12]([C:13]#[N:14])=[CH:11][CH:10]=[CH:9][N:8]=4)[CH:6]=[C:2]([Br:1])[CH:3]=3)[O:17][C:21](=[O:22])[C:20]=2[CH:24]=1. Reactants: NC1=C(C(=O)O)C=C(C=C1C)Cl (2-amino-5-chloro-3-methylbenzoic acid), BrC=1C=C(N(C1)C1=NC=CC=C1C#N)C(=O)O (4-bromo-1-(3-cyano-2-pyridinyl)-1H-pyrrole-2-carboxylic acid), NC1=C(C(=O)O)C=C(C=C1Br)Br (2-amino-3,5-dibromobenzoic acid), BrC=1C=C(N(C1)C1=NC=CC=C1Cl)C(=O)O (4-bromo-1-(3-chloro-2-pyridinyl)-1H-pyrrole-2-carboxylic acid). Procedure details: According to the same manner as that of Reference Preparation Example 71-(5), 4-bromo-1-(3-cyano-2-pyridinyl)-1H-pyrrole-2-carboxylic acid and 2-amino-3,5-dibromobenzoic acid were used in place of 4-bromo-1-(3-chloro-2-pyridinyl)-1H-pyrrole-2-carboxylic acid and 2-amino-5-chloro-3-methylbenzoic acid respectively to obtain 6,8-dibromo-2-[4-bromo-1-(3-cyano-2-pyridinyl)-1H-pyrrol-2-yl]-4H-3,1-benzoxazine-4-one of the formula: The product is BrC=1C=C(C2=C(C(OC(=N2)C=2N(C=C(C2)Br)C2=NC=CC=C2C#N)=O)C1)Br (6,8-dibromo-2-[4-bromo-1-(3-cyano-2-pyridinyl)-1H-pyrrol-2-yl]-4H-3,1-benzoxazine-4-one). The reactants are C1(CCC1)N1C=C(C2=C1N=CN=C2N)C2=CC=C1C=NC(=NC1=C2)C2=CC=CC=C2 (7-cyclobutyl-5-(2-phenylquinazolin-7-yl)-7H-pyrrolo[2,3-d]pyrimidin-4-amine), BrC=1N=C(N2C1C(=NC=C2)N)C2CCC2 (1-bromo-3-cyclobutylimidazo[1,5-a]pyrazin-8-amine). Product: C1(CCC1)C1=NC(=C2N1C=CN=C2N)C2=CC=C1C(=NC(=NC1=C2)C2=CC=CC=C2)C (3-Cyclobutyl-1-(4-methyl-2-phenyl-quinazolin-7-yl)-imidazo[1,5-a]pyrazin-8-ylamine). RXN SMILES: C1(N2C3N=CN=C(N)C=3[C:7]([C:15]3[CH:24]=[C:23]4[C:18]([CH:19]=[N:20][C:21]([C:25]5[CH:30]=[CH:29][CH:28]=[CH:27][CH:26]=5)=[N:22]4)=[CH:17][CH:16]=3)=C2)CCC1.Br[C:32]1[N:33]=[C:34]([CH:42]2[CH2:45][CH2:44][CH2:43]2)[N:35]2[CH:40]=[CH:39][N:38]=[C:37]([NH2:41])[C:36]=12>>[CH:42]1([C:34]2[N:35]3[CH:40]=[CH:39][N:38]=[C:37]([NH2:41])[C:36]3=[C:32]([C:15]3[CH:7]=[C:19]4[C:18]([C:17]([CH3:16])=[N:22][C:21]([C:25]5[CH:26]=[CH:27][CH:28]=[CH:29][CH:30]=5)=[N:20]4)=[CH:23][CH:24]=3)[N:33]=2)[CH2:45][CH2:44][CH2:43]1. Reported procedure: Synthesized as 7-cyclobutyl-5-(2-phenylquinazolin-7-yl)-7H-pyrrolo[2,3-d]pyrimidin-4-amine from of 1-bromo-3-cyclobutylimidazo[1,5-a]pyrazin-8-amine (16 mg, 0.06 mmol). Crude material was purified by preparative TLC (silica gel, 5% MeOH in DCM) followed by a recrystallization (EtOAc) and trituration (hexanes) to afford the title compound as a light yellow solid; MS (ES+): m/z 407.1 (100); HPLC: tR (min) 2.44 (OpenLynx, polar—5 min). Reactants: COc1ccc(CNc2nc3ccc(-c4cnc5ccccc5c4)cc3c3c2n(C)c(=O)n3-c2ccc(C(C)(C)C#N)cc2)cc1, O=C(O)C(F)(F)F. Yields the product Cn1c(=O)n(-c2ccc(C(C)(C)C#N)cc2)c2c3cc(-c4cnc5ccccc5c4)ccc3nc(N)c21. RXN SMILES: [CH3:1][O:2][c:3]1[cH:4][cH:5][c:6]([CH2:7][NH:8][c:9]2[n:10][c:11]3[cH:12][cH:13][c:14](-[c:35]4[cH:36][n:37][c:38]5[cH:39][cH:40][cH:41][cH:42][c:43]5[cH:44]4)[cH:15][c:16]3[c:17]3[c:18]2[n:19]([CH3:34])[c:20](=[O:33])[n:21]3-[c:22]2[cH:23][cH:24][c:25]([C:28]([C:29]#[N:30])([CH3:31])[CH3:32])[cH:26][cH:27]2)[cH:45][cH:46]1.[F:47][C:48]([F:49])([F:50])[C:51]([OH:52])=[O:53]>>[NH2:8][c:9]1[n:10][c:11]2[cH:12][cH:13][c:14](-[c:35]3[cH:36][n:37][c:38]4[cH:39][cH:40][cH:41][cH:42][c:43]4[cH:44]3)[cH:15][c:16]2[c:17]2[c:18]1[n:19]([CH3:34])[c:20](=[O:33])[n:21]2-[c:22]1[cH:23][cH:24][c:25]([C:28]([C:29]#[N:30])([CH3:31])[CH3:32])[cH:26][cH:27]1. Reactants: CO, O=C(N1CC(CO)C(c2ccccc2O)C1)C1(c2ccc(Cl)cc2)CC1, CC(C)OC(=O)N=NC(=O)OC(C)C, C1CCOC1, c1ccc(P(c2ccccc2)c2ccccc2)cc1. Product: O=C(N1CC2COc3ccccc3C2C1)C1(c2ccc(Cl)cc2)CC1. Reaction SMILES: [CH3:65][OH:66].[Cl:1][c:2]1[cH:3][cH:4][c:5]([C:8]2([C:11](=[O:12])[N:13]3[CH2:14][CH:15]([c:20]4[c:21]([OH:26])[cH:22][cH:23][cH:24][cH:25]4)[CH:16]([CH2:18][OH:19])[CH2:17]3)[CH2:9][CH2:10]2)[cH:6][cH:7]1.[O:46]=[C:47]([O:48][CH:49]([CH3:50])[CH3:51])[N:52]=[N:53][C:54]([O:55][CH:56]([CH3:57])[CH3:58])=[O:59].[O:60]1[CH2:61][CH2:62][CH2:63][CH2:64]1.[c:27]1([P:28]([c:29]2[cH:30][cH:31][cH:32][cH:33][cH:34]2)[c:35]2[cH:36][cH:37][cH:38][cH:39][cH:40]2)[cH:41][cH:42][cH:43][cH:44][cH:45]1>>[Cl:1][c:2]1[cH:3][cH:4][c:5]([C:8]2([C:11](=[O:12])[N:13]3[CH2:14][CH:15]4[CH:16]([CH2:17]3)[CH2:18][O:19][c:21]3[c:20]4[cH:25][cH:24][cH:23][cH:22]3)[CH2:9][CH2:10]2)[cH:6][cH:7]1.